From a dataset of the Open Reaction Database (ORD), a public repository of structured organic reaction records. describe an organic reaction: reactants, conditions, products, and yield Reactants: C1CCOC1, C[Si](C)(C)C#N, COc1cc(C=O)c(F)c2c1OCCO2, N#Cc1ccc(N)cc1. The product is COc1cc(C(C#N)Nc2ccc(C#N)cc2)c(F)c2c1OCCO2. As a reaction SMILES: [CH2:31]1[O:32][CH2:33][CH2:34][CH2:35]1.[CH3:1][Si:2]([CH3:3])([CH3:4])[C:5]#[N:6].[F:7][c:8]1[c:9]([CH:20]=[O:21])[cH:10][c:11]([O:18][CH3:19])[c:12]2[c:17]1[O:16][CH2:15][CH2:14][O:13]2.[NH2:22][c:23]1[cH:24][cH:25][c:26]([C:27]#[N:28])[cH:29][cH:30]1>>[C:5](#[N:6])[CH:20]([c:9]1[c:8]([F:7])[c:17]2[c:12]([c:11]([O:18][CH3:19])[cH:10]1)[O:13][CH2:14][CH2:15][O:16]2)[NH:22][c:23]1[cH:24][cH:25][c:26]([C:27]#[N:28])[cH:29][cH:30]1.